This data is from the Open Reaction Database (ORD), a public repository of structured organic reaction records. The task is: describe an organic reaction: reactants, conditions, products, and yield Reactants: CNc1ccc2c(c1)OCO2, O=C(Cl)Cl. The product is CN(C(=O)Cl)c1ccc2c(c1)OCO2. RXN SMILES: [CH3:1][NH:2][c:3]1[cH:4][c:5]2[c:6]([cH:7][cH:8]1)[O:9][CH2:10][O:11]2.[Cl:12][C:13]([Cl:14])=[O:15]>>[CH3:1][N:2]([c:3]1[cH:4][c:5]2[c:6]([cH:7][cH:8]1)[O:9][CH2:10][O:11]2)[C:13]([Cl:12])=[O:15]. Reactants: CS(=O)(=O)Cl, CCOC(=O)CC1OB(O)c2cc(O)cc(Cl)c21, [H-], [Na+], CN(C)C=O. Yields the product CCOC(=O)CC1OB(O)c2cc(OS(C)(=O)=O)cc(Cl)c21. Reaction SMILES: [CH3:21][S:22]([Cl:23])(=[O:24])=[O:25].[Cl:1][c:2]1[cH:3][c:4]([OH:18])[cH:5][c:6]2[c:10]1[CH:9]([CH2:11][C:12](=[O:13])[O:14][CH2:15][CH3:16])[O:8][B:7]2[OH:17].[H-:20].[Na+:19].[O:26]=[CH:27][N:28]([CH3:29])[CH3:30]>>[Cl:1][c:2]1[cH:3][c:4]([O:18][S:22]([CH3:21])(=[O:24])=[O:25])[cH:5][c:6]2[c:10]1[CH:9]([CH2:11][C:12](=[O:13])[O:14][CH2:15][CH3:16])[O:8][B:7]2[OH:17]. Reactants: C(C)C1C(CC(C(C(OC(C2CCCCN2C(C(C2(C(CC(C(C(CC(CC(=C1)C)C)OC)O2)OC)C)O)=O)=O)=O)C(=CC2CC(C(CC2)O)O)C)C)O)=O (17-ethyl-1,14-dihydroxy-12-[2'-(3",4"-dihydroxycyclohexyl)-1'-methylvinyl]-23,25-dimethoxy-13,19,21,27-tetramethyl-11,28-dioxa-4-azatricyclo[22.3.1.04,9 ]octacos-18-ene-2,3,10,16-tetraone), ClC(C(OCC=CC1=CC=CC=C1)=N)(Cl)Cl (cinnamyl trichloroacetimidate), FC(S(=O)(=O)O)(F)F (Trifluoromethanesulfonic acid). The product is C(C)C1C(CC(C(C(OC(C2CCCCN2C(C(C2(C(CC(C(C(CC(CC(=C1)C)C)OC)O2)OC)C)O)=O)=O)=O)C(=CC2CC(C(CC2)OCC=CC2=CC=CC=C2)O)C)C)O)=O (17-Ethyl-1,14-dihydroxy-12-[2'-(4"-cinnamyloxy-3"-hydroxycyclohexyl)-1'-methylvinyl]-23,25-dimethoxy-13,19,21,27-tetramethyl-11,28-dioxa-4-azatricyclo[22.3.1.04,9 ]octacos-18-ene-2,3,10,16-tetraone). As a reaction SMILES: [CH2:1]([CH:3]1[CH:29]=[C:28]([CH3:30])[CH2:27][CH:26]([CH3:31])[CH2:25][CH:24]([O:32][CH3:33])[CH:23]2[O:34][C:19]([OH:38])([CH:20]([CH3:37])[CH2:21][CH:22]2[O:35][CH3:36])[C:18](=[O:39])[C:17](=[O:40])[N:16]2[CH:11]([CH2:12][CH2:13][CH2:14][CH2:15]2)[C:10](=[O:41])[O:9][CH:8]([C:42]([CH3:52])=[CH:43][CH:44]2[CH2:49][CH2:48][CH:47]([OH:50])[CH:46]([OH:51])[CH2:45]2)[CH:7]([CH3:53])[CH:6]([OH:54])[CH2:5][C:4]1=[O:55])[CH3:2].ClC(Cl)(Cl)C(=N)O[CH2:60][CH:61]=[CH:62][C:63]1[CH:68]=[CH:67][CH:66]=[CH:65][CH:64]=1.FC(F)(F)S(O)(=O)=O>>[CH2:1]([CH:3]1[CH:29]=[C:28]([CH3:30])[CH2:27][CH:26]([CH3:31])[CH2:25][CH:24]([O:32][CH3:33])[CH:23]2[O:34][C:19]([OH:38])([CH:20]([CH3:37])[CH2:21][CH:22]2[O:35][CH3:36])[C:18](=[O:39])[C:17](=[O:40])[N:16]2[CH:11]([CH2:12][CH2:13][CH2:14][CH2:15]2)[C:10](=[O:41])[O:9][CH:8]([C:42]([CH3:52])=[CH:43][CH:44]2[CH2:49][CH2:48][CH:47]([O:50][CH2:60][CH:61]=[CH:62][C:63]3[CH:68]=[CH:67][CH:66]=[CH:65][CH:64]=3)[CH:46]([OH:51])[CH2:45]2)[CH:7]([CH3:53])[CH:6]([OH:54])[CH2:5][C:4]1=[O:55])[CH3:2]. Procedure details: To a solution of 17-ethyl-1,14-dihydroxy-12-[2'-(3",4"-dihydroxycyclohexyl)-1'-methylvinyl]-23,25-dimethoxy-13,19,21,27-tetramethyl-11,28-dioxa-4-azatricyclo[22.3.1.04,9 ]octacos-18-ene-2,3,10,16-tetraone (100 mg in 3 ml 33% methylene chloride in cyclohexane), cinnamyl trichloroacetimidate (52 μl neat) was added and the reagents allowed to mix for 5 minutes. Trifluoromethanesulfonic acid (2 μl neat) was added slowly via syringe and the mixture stirred at room temperature. After 15 minutes the re... The reactants are BrC=1C=NC=C(C1)C1=CC=CC=C1 (3-bromo-5-phenylpyridine), C(CCC)N1C(C2=CC=C(C=C2C1)B(O)O)=O (2-butyl-1-oxoisoindolin-5-ylboronic acid). Yields the product C(CCC)N1C(C2=CC=C(C=C2C1)C=1C=NC=C(C1)C1=CC=CC=C1)=O (2-butyl-5-(5-phenylpyridin-3-yl)-2,3-dihydro-1H-isoindol-1-one). The yield is 14.0%. RXN SMILES: Br[C:2]1[CH:3]=[N:4][CH:5]=[C:6]([C:8]2[CH:13]=[CH:12][CH:11]=[CH:10][CH:9]=2)[CH:7]=1.[CH2:14]([N:18]1[CH2:26][C:25]2[C:20](=[CH:21][CH:22]=[C:23](B(O)O)[CH:24]=2)[C:19]1=[O:30])[CH2:15][CH2:16][CH3:17]>>[CH2:14]([N:18]1[CH2:26][C:25]2[C:20](=[CH:21][CH:22]=[C:23]([C:2]3[CH:3]=[N:4][CH:5]=[C:6]([C:8]4[CH:13]=[CH:12][CH:11]=[CH:10][CH:9]=4)[CH:7]=3)[CH:24]=2)[C:19]1=[O:30])[CH2:15][CH2:16][CH3:17]. Procedure details: As described for Example 23 starting from 3-bromo-5-phenylpyridine (50 mg, 0.214 mmol, commercially available) and 2-butyl-1-oxoisoindolin-5-ylboronic acid (49.8 mg, 0.214 mmol, s. above). Yield 14% (10 mg). Starting materials: C(=C)OCCCl (Chloroethyl vinyl ether), FC(C(C(C(F)(F)F)(F)F)(F)F)(S(=O)(=O)[O-])F.OC1=CC=C(C=C1)[S+](C1=CC=C(C=C1)C(C)(C)C)C1=CC=C(C=C1)C(C)(C)C (4-Hydroxyphenyldi(4-t-butylphenyl)sulfonium perfluorobutanesulfonate salt), C([O-])([O-])=O.[K+].[K+] (potassium carbonate), CN(CCN(C)C)C (N,N,N′,N′-tetramethylethylenediamine). The solvent is CS(=O)C (dimethyl sulfoxide). Run at temperature 80 celsius, time 15 hour. Yields the product FC(C(C(C(F)(F)F)(F)F)(F)F)(S(=O)(=O)[O-])F.C(=C)OCCOC1=CC=C(C=C1)[S+](C1=CC=C(C=C1)C(C)(C)C)C1=CC=C(C=C1)C(C)(C)C (4-vinyloxyethoxyphenyldi(4-t-butylphenyl)sulfonium perfluorobutanesulfonate salt). Reaction SMILES: [F:1][C:2]([F:17])([S:13]([O-:16])(=[O:15])=[O:14])[C:3]([F:12])([F:11])[C:4]([F:10])([F:9])[C:5]([F:8])([F:7])[F:6].[OH:18][C:19]1[CH:24]=[CH:23][C:22]([S+:25]([C:36]2[CH:41]=[CH:40][C:39]([C:42]([CH3:45])([CH3:44])[CH3:43])=[CH:38][CH:37]=2)[C:26]2[CH:31]=[CH:30][C:29]([C:32]([CH3:35])([CH3:34])[CH3:33])=[CH:28][CH:27]=2)=[CH:21][CH:20]=1.C(=O)([O-])[O-].[K+].[K+].CN(C)CCN(C)C.[CH:60]([O:62][CH2:63][CH2:64]Cl)=[CH2:61]>CS(C)=O>[F:17][C:2]([F:1])([S:13]([O-:16])(=[O:15])=[O:14])[C:3]([F:11])([F:12])[C:4]([F:10])([F:9])[C:5]([F:8])([F:7])[F:6].[CH:60]([O:62][CH2:63][CH2:64][O:18][C:19]1[CH:24]=[CH:23][C:22]([S+:25]([C:36]2[CH:37]=[CH:38][C:39]([C:42]([CH3:45])([CH3:44])[CH3:43])=[CH:40][CH:41]=2)[C:26]2[CH:31]=[CH:30][C:29]([C:32]([CH3:35])([CH3:34])[CH3:33])=[CH:28][CH:27]=2)=[CH:21][CH:20]=1)=[CH2:61] |f:0.1,2.3.4,8.9|. Procedure details: 4-Hydroxyphenyldi(4-t-butylphenyl)sulfonium perfluorobutanesulfonate salt (28.4 g), potassium carbonate (8.56 g), and N,N,N′,N′-tetramethylethylenediamine (0.50 g) were dissolved in dimethyl sulfoxide (143 g). Chloroethyl vinyl ether (6.30 g) was added to the solution, followed by heating to 80° C. The reaction mixture was stirred for 15 hours and cooled to 30° C. or lower. After removal of solid through filtration, water (220 g) and dichloromethane (113 g) were added to the filtrate, whereby th...